From a dataset of the Open Reaction Database (ORD), a public repository of structured organic reaction records. describe an organic reaction: reactants, conditions, products, and yield Starting materials: CC1=C(C=C(C=C1)NC=1OC=C(N1)C(=O)OCC)OCC=C(C)C (ethyl 2-(4-methyl-3-(3-methylbut-2-enyloxy)phenylamino)oxazole-4-carboxylate), [H-].[H-].[H-].[H-].[Li+].[Al+3] (LiAlH4). Run in anhydro THF, C1CCOC1 (THF). Run at temperature 0 celsius, time 2 hour. Yields the product CC1=C(C=C(C=C1)NC=1OC=C(N1)CO)OCC=C(C)C ((2-(4-Methyl-3-(3-methylbut-2-enyloxy)phenylamino)oxazol-4-yl)methanol). The yield is 34.7%. Reaction SMILES: [CH3:1][C:2]1[CH:7]=[CH:6][C:5]([NH:8][C:9]2[O:10][CH:11]=[C:12]([C:14](OCC)=[O:15])[N:13]=2)=[CH:4][C:3]=1[O:19][CH2:20][CH:21]=[C:22]([CH3:24])[CH3:23].[H-].[H-].[H-].[H-].[Li+].[Al+3]>C1COCC1>[CH3:1][C:2]1[CH:7]=[CH:6][C:5]([NH:8][C:9]2[O:10][CH:11]=[C:12]([CH2:14][OH:15])[N:13]=2)=[CH:4][C:3]=1[O:19][CH2:20][CH:21]=[C:22]([CH3:24])[CH3:23] |f:1.2.3.4.5.6|. Procedure: A solution of the compound ethyl 2-(4-methyl-3-(3-methylbut-2-enyloxy)phenylamino)oxazole-4-carboxylate (42 mg, 0.13 mmol) in anhydro THF (1 mL) was added to a suspension of LiAlH4 (10 mg, 0.25 mmol) in dry THF (1 mL) cooled at 0° C. under nitrogen atmosphere. After 2 h, the reaction mixture was quenched with H2O, filtrated, dried over MgSO4 and concentrated. The title compound was purified by flash chromatography on silica gel (hexane:EtOAc 1/1) to afford the product (13 mg, 34% yield). The reactants are BrC(c1ccccc1)c1ccccc1, O=C([O-])[O-], CC#N, C=CCOC1CC(C2OC(=O)NC2Cc2cc(F)cc(F)c2)N(C(=O)OC(C)(C)C)C1, O=C1NC(Cc2cc(F)cc(F)c2)C(C2CCCCN2C(c2ccccc2)c2ccccc2)O1, C=CCOC1CC(C(O)C(Cc2cc(F)cc(F)c2)C(=O)O)N(C(=O)OC(C)(C)C)C1, [K+], [K+]. Yields the product NC(Cc1cc(F)cc(F)c1)C(O)C1CCCCN1C(c1ccccc1)c1ccccc1. As a reaction SMILES: [Br:103][CH:104]([c:105]1[cH:106][cH:107][cH:108][cH:109][cH:110]1)[c:111]1[cH:112][cH:113][cH:114][cH:115][cH:116]1.[C:97](=[O:98])([O-:99])[O-:100].[CH3:117][C:118]#[N:119].[F:1][c:2]1[cH:3][c:4]([CH2:9][CH:10]2[CH:11]([CH:12]3[CH2:13][CH:14]([O:15][CH2:16][CH:17]=[CH2:18])[CH2:19][N:20]3[C:21]([O:22][C:23]([CH3:24])([CH3:25])[CH3:26])=[O:27])[O:28][C:29](=[O:30])[NH:31]2)[cH:5][c:6]([F:7])[cH:8]1.[F:32][c:33]1[cH:34][c:35]([CH2:36][CH:37]2[NH:38][C:39](=[O:61])[O:40][CH:41]2[CH:42]2[N:43]([CH:48]([c:49]3[cH:50][cH:51][cH:52][cH:53][cH:54]3)[c:55]3[cH:56][cH:57][cH:58][cH:59][cH:60]3)[CH2:44][CH2:45][CH2:46][CH2:47]2)[cH:62][c:63]([F:65])[cH:64]1.[F:66][c:67]1[cH:68][c:69]([CH2:74][CH:75]([CH:76]([CH:77]2[CH2:78][CH:79]([O:80][CH2:81][CH:82]=[CH2:83])[CH2:84][N:85]2[C:86]([O:87][C:88]([CH3:89])([CH3:90])[CH3:91])=[O:92])[OH:93])[C:94]([OH:95])=[O:96])[cH:70][c:71]([F:72])[cH:73]1.[K+:101].[K+:102]>>[F:32][c:33]1[cH:34][c:35]([CH2:36][CH:37]([NH2:38])[CH:41]([OH:40])[CH:42]2[N:43]([CH:48]([c:49]3[cH:50][cH:51][cH:52][cH:53][cH:54]3)[c:55]3[cH:56][cH:57][cH:58][cH:59][cH:60]3)[CH2:44][CH2:45][CH2:46][CH2:47]2)[cH:62][c:63]([F:65])[cH:64]1. The reactants are CC1(OCC(CO1)(CO)C1=CC(=C(C=C1)F)F)C (2,2-Dimethyl-5-(3,4-difluorophenyl)-5-hydroxymethyl-1,3-dioxane), O (water). Run in CO (methanol). Run at time 3 hour. Product: FC=1C=C(C=CC1F)C(CO)(CO)CO (2-(3,4-difluorophenyl)-2-hydroxymethylpropane-1,3-diol). Yield: 53.3%. As a reaction SMILES: CC1(C)[O:7][CH2:6][C:5]([C:10]2[CH:15]=[CH:14][C:13]([F:16])=[C:12]([F:17])[CH:11]=2)([CH2:8][OH:9])[CH2:4][O:3]1.O>CO>[F:17][C:12]1[CH:11]=[C:10]([C:5]([CH2:8][OH:9])([CH2:4][OH:3])[CH2:6][OH:7])[CH:15]=[CH:14][C:13]=1[F:16]. Procedure: 2,2-Dimethyl-5-(3,4-difluorophenyl)-5-hydroxymethyl-1,3-dioxane (1.0 g) and Dowex 50×8-200 ion exchange resin (H+ form) (100 mg) in methanol (100 ml) containing water (20 ml) was heated to reflux with stirring for 3 hours. The cooled solution was filtered and evaporated to leave 2-(3,4-difluorophenyl)-2-hydroxymethylpropane-1,3-diol (0.45 g) as a yellow gum. Nmr. (d6 acetone) δ 7.5 (1H,m), 7.3 (1H,m), 7.2 (1H,m), 3.95 (6H,s), 4.2-3.8 (3H,broad). Starting materials: O=C([O-])[O-], CCCCOCCOc1ccc(-c2ccc3c(c2)C=C(C(=O)Nc2ccc(O)cc2)CCN3CCC)cc1, CN(C)C=O, Cn1cnnc1CCl, Cl, [K+], [K+], O. Yields the product CCCCOCCOc1ccc(-c2ccc3c(c2)C=C(C(=O)Nc2ccc(OCc4nncn4C)cc2)CCN3CCC)cc1. Reaction SMILES: [C:48](=[O:49])([O-:50])[O-:51].[CH2:1]([CH2:2][CH2:3][CH3:4])[O:5][CH2:6][CH2:7][O:8][c:9]1[cH:10][cH:11][c:12](-[c:15]2[cH:16][cH:17][c:18]3[c:19]([cH:38]2)[CH:20]=[C:21]([C:28](=[O:29])[NH:30][c:31]2[cH:32][cH:33][c:34]([OH:37])[cH:35][cH:36]2)[CH2:22][CH2:23][N:24]3[CH2:25][CH2:26][CH3:27])[cH:13][cH:14]1.[CH3:54][N:55]([CH3:56])[CH:57]=[O:58].[Cl:40][CH2:41][c:42]1[n:43][n:44][cH:45][n:46]1[CH3:47].[ClH:39].[K+:52].[K+:53].[OH2:59]>>[CH2:1]([CH2:2][CH2:3][CH3:4])[O:5][CH2:6][CH2:7][O:8][c:9]1[cH:10][cH:11][c:12](-[c:15]2[cH:16][cH:17][c:18]3[c:19]([cH:38]2)[CH:20]=[C:21]([C:28](=[O:29])[NH:30][c:31]2[cH:32][cH:33][c:34]([O:37][CH2:41][c:42]4[n:43][n:44][cH:45][n:46]4[CH3:47])[cH:35][cH:36]2)[CH2:22][CH2:23][N:24]3[CH2:25][CH2:26][CH3:27])[cH:13][cH:14]1. Reactants: C1(=CC=CC=C1)CCOCC(C)C1=C(C=CC(=C1)OC)OC (2-(2,5-dimethoxyphenyl)propyl 2-phenylethyl ether), N1=CC=CC=C1 (pyridine), Cl.N1=CC=CC=C1 (pyridine hydrochloride), O (water). The solvent is CCOCC (ether). Conditions: temperature 190 celsius. The product is C1(=CC=CC=C1)CCOCC(C)C1=C(C=CC(=C1)O)O (2-(2,5-Dihydroxyphenyl)propyl 2-Phenylethyl Ether). Reaction SMILES: [C:1]1([CH2:7][CH2:8][O:9][CH2:10][CH:11]([C:13]2[CH:18]=[C:17]([O:19]C)[CH:16]=[CH:15][C:14]=2[O:21]C)[CH3:12])[CH:6]=[CH:5][CH:4]=[CH:3][CH:2]=1.N1C=CC=CC=1.Cl.N1C=CC=CC=1.O>CCOCC>[C:1]1([CH2:7][CH2:8][O:9][CH2:10][CH:11]([C:13]2[CH:18]=[C:17]([OH:19])[CH:16]=[CH:15][C:14]=2[OH:21])[CH3:12])[CH:2]=[CH:3][CH:4]=[CH:5][CH:6]=1 |f:2.3|. Reported procedure: A mixture of 2-(2,5-dimethoxyphenyl)propyl 2-phenylethyl ether (195 mg., 0.65 mM), pyridine (0.4 ml., 4.96 mM) and dry pyridine hydrochloride (4 g., 34.6 mM) is heated at 190° C. for 6 hours. The reaction mixture is cooled and added to a mixture of water (100 ml.) and ether (150 ml.). The ether extract is washed once with water (50 ml.) and, along with a second ether extract (50 ml.) of the aqueous phase, is dried over magnesium sulfate and evaporated to dryness. The residue is purified via prep... Starting materials: C(C)(C)(C)OC(=O)N1C(CCC1)COC1=C(C=C(C(=O)OC)C=C1Cl)Cl (methyl 4-[1-(tert-butoxycarbonyl)-2-pyrrolidinyl]methoxy-3,5-dichlorobenzoate), C(=O)(C(F)(F)F)O (TFA). The solvent is C(Cl)Cl (CH2Cl2). Run at time 2 hour. Product: ClC=1C=C(C(=O)OC)C=C(C1OCC1NCCC1)Cl (methyl 3,5-dichloro-4-(2-pyrrolidinyl)methoxybenzoate). Yield: 68.0%. RXN SMILES: C(OC([N:8]1[CH2:12][CH2:11][CH2:10][CH:9]1[CH2:13][O:14][C:15]1[C:24]([Cl:25])=[CH:23][C:18]([C:19]([O:21][CH3:22])=[O:20])=[CH:17][C:16]=1[Cl:26])=O)(C)(C)C.C(O)(C(F)(F)F)=O>C(Cl)Cl>[Cl:26][C:16]1[CH:17]=[C:18]([CH:23]=[C:24]([Cl:25])[C:15]=1[O:14][CH2:13][CH:9]1[CH2:10][CH2:11][CH2:12][NH:8]1)[C:19]([O:21][CH3:22])=[O:20]. Procedure: To a stirred solution of methyl 4-[1-(tert-butoxycarbonyl)-2-pyrrolidinyl]methoxy-3,5-dichlorobenzoate (988 mg, 3.248 mmol) in CH2Cl2 (20 mL) was added TFA (5 mL) at 0° C., and the reaction mixture was stirred at room temp for 2 hr. The solvent was removed under a reduced pressure and the residue was treated with 1N NaOH. The solution was extracted with CHCl3. The extract was washed with brine, dried over Na2SO4, and concentrated under a reduced pressure to afford 672 mg (68%) methyl 3,5-dichlor...